describe an organic reaction: reactants, conditions, products, and yield From a dataset of the Open Reaction Database (ORD), a public repository of structured organic reaction records. RXN SMILES: [C:1]([CH3:2])(=[O:3])[c:4]1[c:5]([OH:19])[c:6]([CH2:16][CH2:17][CH3:18])[c:7]([S:10][C:11](=[O:12])[N:13]([CH3:14])[CH3:15])[cH:8][cH:9]1.[CH3:22][CH2:23][OH:24].[ClH:25].[K+:21].[OH-:20].[OH2:26]>>[C:1]([CH3:2])(=[O:3])[c:4]1[c:5]([OH:19])[c:6]([CH2:16][CH2:17][CH3:18])[c:7]([SH:10])[cH:8][cH:9]1. Reactants: CCCc1c(SC(=O)N(C)C)ccc(C(C)=O)c1O, CCO, Cl, [K+], [OH-], O. The product is CCCc1c(S)ccc(C(C)=O)c1O.